Dataset: the Open Reaction Database (ORD), a public repository of structured organic reaction records. Task: describe an organic reaction: reactants, conditions, products, and yield The reactants are C(C1=CC=CC=C1)OC1=CC(=C(C=O)C=C1)CC (4-benzyloxy-2-ethyl-benzaldehyde), [O-]S(=O)(=O)C(F)(F)F.C(CCC)[B+]CCCC (di-n-butylboron trifiate), C(C1=CC=CC=C1)[C@@H]1N(C(OC1)=O)C(COCC)=O ((S)-4-benzyl-3-ethoxyacetyl-oxazolidin-2-one), C(C1=CC=CC=C1)[C@@H]1N(C(OC1)=O)C(COCC)=O ((S)-4-benzyl-3-ethoxyacetyl-oxazolidin-2-one). Solvent: C(C)N(CC)CC (triethylamine). Yields the product C(C1=CC=CC=C1)[C@@H]1N(C(OC1)=O)C([C@H]([C@H](O)C1=C(C=C(C=C1)OCC1=CC=CC=C1)CC)OCC)=O ((S)-4-benzyl-3-[(2S,3R)-3-(4-benzyloxy-2-ethyl-phenyl)-2-ethoxy-3-hydroxy-propionyl]-oxazolidin-2-one). As a reaction SMILES: [CH2:1]([C@H:8]1[CH2:12][O:11][C:10](=[O:13])[N:9]1[C:14](=[O:19])[CH2:15][O:16][CH2:17][CH3:18])[C:2]1[CH:7]=[CH:6][CH:5]=[CH:4][CH:3]=1.[CH2:20]([O:27][C:28]1[CH:35]=[CH:34][C:31]([CH:32]=[O:33])=[C:30]([CH2:36][CH3:37])[CH:29]=1)[C:21]1[CH:26]=[CH:25][CH:24]=[CH:23][CH:22]=1.[O-]S(C(F)(F)F)(=O)=O.C([B+]CCCC)CCC>C(N(CC)CC)C>[CH2:1]([C@H:8]1[CH2:12][O:11][C:10](=[O:13])[N:9]1[C:14](=[O:19])[C@@H:15]([O:16][CH2:17][CH3:18])[C@@H:32]([C:31]1[CH:34]=[CH:35][C:28]([O:27][CH2:20][C:21]2[CH:26]=[CH:25][CH:24]=[CH:23][CH:22]=2)=[CH:29][C:30]=1[CH2:36][CH3:37])[OH:33])[C:2]1[CH:3]=[CH:4][CH:5]=[CH:6][CH:7]=1 |f:2.3|. Reported procedure: In analogy to the procedure described in example 17 a], (S)-4-benzyl-3-ethoxyacetyl-oxazolidin-2-one (for the preparation of (S)-4-benzyl-3-ethoxyacetyl-oxazolidin-2-one see: D. Haigh, H. C. Birrell, B. C. C. Cantello, D. S. Eggleston, R. C. Haltiwanger, R M. Hindley, A. Ramaswamy, N. C. Stevens, Tetrahedron: Asymmetry 1999, 10, 1353-1367) was reacted with 4-benzyloxy-2-ethyl-benzaldehyde in the presence of triethylamine and di-n-butylboron trifiate to give (S)-4-benzyl-3-[(2S,3R)-3-(4-benzyloxy... Reactants: Br.BrC1C(C2=C(N3C(S2)=NC2=C3C=CC=C2)CC1)=O (3-bromo-1,2-dihydrobenzimidazo[2,1-b] benzothiazole-4(3H)-one hydrobromide), NC(=S)N (thiourea). The solvent is C(C)O (ethanol). The product is Br.Br.NC=1SC2=C(C3=C(N4C(S3)=NC3=C4C=CC=C3)CC2)N1 (2-amino-4,5-dihydrobenzimidazo[2,1-b]thiazolo[5,4-g]benzothiazole dihydrobromide). The yield is 61.0%. Reaction SMILES: [BrH:1].[Br:2][CH:3]1[CH2:18][CH2:17][C:6]2[N:7]3[C:12]4[CH:13]=[CH:14][CH:15]=[CH:16][C:11]=4[N:10]=[C:8]3[S:9][C:5]=2[C:4]1=O.[NH2:20][C:21]([NH2:23])=[S:22]>C(O)C>[BrH:2].[BrH:1].[NH2:23][C:21]1[S:22][C:3]2[CH2:18][CH2:17][C:6]3[N:7]4[C:12]5[CH:13]=[CH:14][CH:15]=[CH:16][C:11]=5[N:10]=[C:8]4[S:9][C:5]=3[C:4]=2[N:20]=1 |f:0.1,4.5.6|. Procedure details: 2-Bromo-1,3-cyclohexadione prepared in Example 1, Route 1 (A) was reacted with 2-mercaptobenzimidazole in the same manner as that of Example 1, Route 1 (B) to give 1,2-dihydrobenzimidazo[2,1-b]benzothiazole-4(3H)-one (Compound (IIb) of Reaction Scheme II), which was subjected to bromination in the same manner as that of Example 1, Route 1 (C) to give 3-bromo-1,2-dihydrobenzimidazo[2,1-b] benzothiazole-4(3H)-one hydrobromide. The hydrobromide (1.45 g) and thiourea (0.15 g) were placed into ethano... Reactants: CCCCOc1ccc(N)cn1, CN1CC(=O)CC2c3cccc4[nH]cc(c34)CC21, [Pd]. Yields the product CCCCOc1ccc(NC2CC3c4cccc5[nH]cc(c45)CC3N(C)C2)cn1. As a reaction SMILES: [CH2:1]([CH2:2][CH2:3][CH3:4])[O:5][c:6]1[n:7][cH:8][c:9]([NH2:12])[cH:10][cH:11]1.[CH3:13][N:14]1[CH2:15][C:16](=[O:30])[CH2:17][CH:18]2[c:19]3[cH:20][cH:21][cH:22][c:23]4[nH:24][cH:25][c:26]([c:29]34)[CH2:27][CH:28]12.[Pd:31]>>[CH2:1]([CH2:2][CH2:3][CH3:4])[O:5][c:6]1[n:7][cH:8][c:9]([NH:12][CH:16]2[CH2:15][N:14]([CH3:13])[CH:28]3[CH:18]([CH2:17]2)[c:19]2[cH:20][cH:21][cH:22][c:23]4[nH:24][cH:25][c:26]([c:29]24)[CH2:27]3)[cH:10][cH:11]1. Reactants: [H-].[Na+] (sodium hydride), C1(=O)OCC2=CC=CC=C12 (phthalide), C1=C(C=CC2=CC=CC=C12)O (2-naphthol), [H][H] (hydrogen). Run in CN(C=O)C (dimethylformamide), CN(C=O)C (dimethylformamide), CN(C=O)C (dimethylformamide). The product is C(=O)(O)C1=C(COC2=CC3=CC=CC=C3C=C2)C=CC=C1 (2-(2-carboxybenzyloxy)naphthalene). As a reaction SMILES: [H-].[Na+].[CH:3]1[C:12]2[C:7](=[CH:8][CH:9]=[CH:10][CH:11]=2)[CH:6]=[CH:5][C:4]=1[OH:13].[H][H].[C:16]1([C:25]2[C:20](=[CH:21][CH:22]=[CH:23][CH:24]=2)[CH2:19][O:18]1)=[O:17]>CN(C)C=O>[C:16]([C:25]1[CH:24]=[CH:23][CH:22]=[CH:21][C:20]=1[CH2:19][O:13][C:4]1[CH:5]=[CH:6][C:7]2[C:12](=[CH:11][CH:10]=[CH:9][CH:8]=2)[CH:3]=1)([OH:18])=[O:17] |f:0.1|. Procedure: To a stirred suspension of 9.6 g. (0.2 mole) of a 50% dispersion of sodium hydride in mineral oil in 60 ml. of dimethylformamide is added dropwise a solution of 28.8 g. (0.2 mole) of 2-naphthol in 100 ml. of dimethylformamide at such a rate that the temperature does not exceed 25° C. After hydrogen evolution is complete, 26.8 g. (0.2 mole) of phthalide in 100 ml. of dimethylformamide is added dropwise and the stirred mixture is heated under reflux for 2 hours. The solvent is distilled off and th... The reactants are C1CCOC1, CCOC(=O)c1ccc(C#C[Se]c2ccc3c(c2)C(C)(C)CCC3(C)C)nc1, CCCCCCC, [Na+], [OH-]. Yields the product CC1(C)CCC(C)(C)c2cc([Se]C#Cc3ccc(C(=O)O)cn3)ccc21. As a reaction SMILES: [CH2:36]1[O:37][CH2:38][CH2:39][CH2:40]1.[CH3:1][C:2]1([CH3:28])[c:3]2[cH:4][cH:5][c:6]([Se:14][C:15]#[C:16][c:17]3[n:18][cH:19][c:20]([C:21](=[O:22])[O:23][CH2:24][CH3:25])[cH:26][cH:27]3)[cH:7][c:8]2[C:9]([CH3:12])([CH3:13])[CH2:10][CH2:11]1.[CH3:29][CH2:30][CH2:31][CH2:32][CH2:33][CH2:34][CH3:35].[Na+:42].[OH-:41]>>[CH3:1][C:2]1([CH3:28])[c:3]2[cH:4][cH:5][c:6]([Se:14][C:15]#[C:16][c:17]3[n:18][cH:19][c:20]([C:21](=[O:22])[OH:23])[cH:26][cH:27]3)[cH:7][c:8]2[C:9]([CH3:12])([CH3:13])[CH2:10][CH2:11]1. Yield: 51.4%. Procedure: A mixture of 4-[5-morpholin-4-yl-2-(3,3,5,5-tetramethylcyclohexyl)phenyl]piperazine-1-carboxylic acid t-butyl ester (103 mg, 0.212 mmol) produced in Example (81d), trifluoroacetic acid (1 mL, 13.0 mmol) and dichloromethane (2 mL) was stirred for 1 hour at room temperature. Ethyl acetate and saturated aqueous solution of sodium hydrogencarbonate were added to the reaction mixture and extraction was performed with ethyl acetate. The separated organic layer was washed with water and brine in that o... Yields the product N1(CCNCC1)C=1C=C(C=CC1C1CC(CC(C1)(C)C)(C)C)N1CCOCC1 (4-[3-Piperazin-1-yl-4-(3,3,5,5-tetramethylcyclohexyl)phenyl]morpholine). Starting materials: C(C)(C)(C)OC(=O)N1CCN(CC1)C1=C(C=CC(=C1)N1CCOCC1)C1CC(CC(C1)(C)C)(C)C (4-[5-morpholin-4-yl-2-(3,3,5,5-tetramethylcyclohexyl)phenyl]piperazine-1-carboxylic acid t-butyl ester), FC(C(=O)O)(F)F (trifluoroacetic acid), ClCCl (dichloromethane), C(O)([O-])=O.[Na+] (sodium hydrogencarbonate). As a reaction SMILES: C(OC([N:8]1[CH2:13][CH2:12][N:11]([C:14]2[CH:19]=[C:18]([N:20]3[CH2:25][CH2:24][O:23][CH2:22][CH2:21]3)[CH:17]=[CH:16][C:15]=2[CH:26]2[CH2:31][C:30]([CH3:33])([CH3:32])[CH2:29][C:28]([CH3:35])([CH3:34])[CH2:27]2)[CH2:10][CH2:9]1)=O)(C)(C)C.FC(F)(F)C(O)=O.ClCCl.C(=O)([O-])O.[Na+]>C(OCC)(=O)C>[N:11]1([C:14]2[CH:19]=[C:18]([N:20]3[CH2:21][CH2:22][O:23][CH2:24][CH2:25]3)[CH:17]=[CH:16][C:15]=2[CH:26]2[CH2:27][C:28]([CH3:35])([CH3:34])[CH2:29][C:30]([CH3:32])([CH3:33])[CH2:31]2)[CH2:10][CH2:9][NH:8][CH2:13][CH2:12]1 |f:3.4|. Solvent: C(C)(=O)OCC (ethyl acetate), C(C)(=O)OCC (Ethyl acetate). Run at time 1 hour. Run in O (water). Reactants: CN(C=NC=1SC(=C(C1C#N)Cl)C)C (N,N-dimethyl-N'-(4-chloro-3-cyano-5-methylthien-2-yl)-formamidine), C(=O)O (formic acid). RXN SMILES: CN(C)[CH:3]=[N:4][C:5]1[S:6][C:7]([CH3:13])=[C:8]([Cl:12])[C:9]=1[C:10]#[N:11].C(O)=[O:16]>O>[Cl:12][C:8]1[C:9]([C:10]#[N:11])=[C:5]([NH:4][CH:3]=[O:16])[S:6][C:7]=1[CH3:13]. Yields the product ClC=1C(=C(SC1C)NC=O)C#N (N-(4-chloro-3-cyano-5-methylthien-2-yl)-formamide). Yield: 93.0%. Procedure details: 6.8 parts of N,N-dimethyl-N'-(4-chloro-3-cyano-5-methylthien-2-yl)-formamidine, 30 parts of formic acid and 30 parts of water are heated at the boil for 1 hour, and the precipitated product is filtered off under suction when the mixture is cooled, and washed with water and dried. 5.6 parts (93% of theory) of N-(4-chloro-3-cyano-5-methylthien-2-yl)-formamide are obtained.